Dataset: the Open Reaction Database (ORD), a public repository of structured organic reaction records. Task: describe an organic reaction: reactants, conditions, products, and yield The reactants are CO, ClCCl, COc1ccc(N(C)c2ccc(C(Cc3ccncc3)c3ccc(OC(F)F)c(OC(F)F)c3)cn2)cc1. Product: COc1ccc(N(C)c2ccc(C(Cc3cc[n+]([O-])cc3)c3ccc(OC(F)F)c(OC(F)F)c3)cn2)cc1. As a reaction SMILES: [CH3:39][OH:40].[Cl:41][CH2:42][Cl:43].[F:1][CH:2]([O:3][c:4]1[cH:5][c:6]([CH:14]([CH2:15][c:16]2[cH:17][cH:18][n:19][cH:20][cH:21]2)[c:22]2[cH:23][n:24][c:25]([N:28]([c:29]3[cH:30][cH:31][c:32]([O:35][CH3:36])[cH:33][cH:34]3)[CH3:37])[cH:26][cH:27]2)[cH:7][cH:8][c:9]1[O:10][CH:11]([F:12])[F:13])[F:38]>>[F:1][CH:2]([O:3][c:4]1[cH:5][c:6]([CH:14]([CH2:15][c:16]2[cH:17][cH:18][n+:19]([O-:40])[cH:20][cH:21]2)[c:22]2[cH:23][n:24][c:25]([N:28]([c:29]3[cH:30][cH:31][c:32]([O:35][CH3:36])[cH:33][cH:34]3)[CH3:37])[cH:26][cH:27]2)[cH:7][cH:8][c:9]1[O:10][CH:11]([F:12])[F:13])[F:38]. Starting materials: ClC1=C(C=C(C(=C1)OC)OC)C=1N=C(SC1)C=1C=C(SC1C)C(=S)OC (Methyl 4-[4-(2-chloro-4,5-dimethoxyphenyl)(1,3-thiazol-2-yl)]-5-methylthiothiophene-2-carboxylate), ClC1=C(C(=O)O)C=C(C(=C1)OC)OC (2-Chloro-4,5-dimethoxybenzoic acid), P(Cl)(Cl)(Cl)(Cl)Cl (PCl5). Conditions: temperature 120 celsius. Product: ClC1=C(C(=O)Cl)C=C(C(=C1)OC)OC (2-chloro-4,5-dimethoxybenzoyl chloride). Yield: 96.0%. Reaction SMILES: [Cl:1]C1C=C(OC)C(OC)=CC=1C1N=C(C2C=C(C(OC)=S)SC=2C)SC=1.[Cl:27][C:28]1[CH:36]=[C:35]([O:37][CH3:38])[C:34]([O:39][CH3:40])=[CH:33][C:29]=1[C:30](O)=[O:31].P(Cl)(Cl)(Cl)(Cl)Cl>>[Cl:27][C:28]1[CH:36]=[C:35]([O:37][CH3:38])[C:34]([O:39][CH3:40])=[CH:33][C:29]=1[C:30]([Cl:1])=[O:31]. Procedure details: Methyl 4-[4-(2-chloro-4,5-dimethoxyphenyl)(1,3-thiazol-2-yl)]-5-methylthiothiophene-2-carboxylate: 2-Chloro-4,5-dimethoxybenzoic acid (0.5 g, 2.3 mmol) and PCl5 (0.54 g, 2.6 mmol) were placed in a round bottomed flask fitted with a reflux condenser. The mixture was heated in an oil bath at 120° C. for 70 min. The mixture was allowed to cool and the formed phosphorus oxychloride was removed under vacuum to give 0.52 g (96%) of 2-chloro-4,5-dimethoxybenzoyl chloride as a solid. 2-Chloro-4,5-dimeth... RXN SMILES: [NH2:1][C:2]1[N:7]=[CH:6][N:5]=[C:4]2[N:8]([CH2:12][C:13]3[O:14][C:15](=[O:29])[C:16]4[C:21]([C:22]=3[C:23]3[CH:28]=[CH:27][CH:26]=[CH:25][CH:24]=3)=[CH:20][CH:19]=[CH:18][CH:17]=4)[N:9]=[C:10](I)[C:3]=12.[F:30][C:31]1[CH:32]=[C:33](B(O)O)[CH:34]=[C:35]([OH:37])[CH:36]=1.C([O-])([O-])=O.[Cs+].[Cs+]>CN(C=O)C.C1C=CC([P]([Pd]([P](C2C=CC=CC=2)(C2C=CC=CC=2)C2C=CC=CC=2)([P](C2C=CC=CC=2)(C2C=CC=CC=2)C2C=CC=CC=2)[P](C2C=CC=CC=2)(C2C=CC=CC=2)C2C=CC=CC=2)(C2C=CC=CC=2)C2C=CC=CC=2)=CC=1>[NH2:1][C:2]1[N:7]=[CH:6][N:5]=[C:4]2[N:8]([CH2:12][C:13]3[O:14][C:15](=[O:29])[C:16]4[C:21]([C:22]=3[C:23]3[CH:28]=[CH:27][CH:26]=[CH:25][CH:24]=3)=[CH:20][CH:19]=[CH:18][CH:17]=4)[N:9]=[C:10]([C:33]3[CH:34]=[C:35]([OH:37])[CH:36]=[C:31]([F:30])[CH:32]=3)[C:3]=12 |f:2.3.4,^1:55,57,76,95|. Run in CN(C)C=O (DMF). The yield is 12.4%. Procedure: 3-((4-amino-3-iodo-1H-pyrazolo[3,4-d]pyrimidin-1-yl)methyl)-4-phenyl-1H-isochromen-1-one (intermediate D1, 50 mg, 0.101 mmol), 3-fluoro-5-hydroxyphenylboronic acid (32 mg, 0.201 mmol), Cs2CO3 (69 mg, 0.202 mmol), Pd(PPh3)4 (9.3 mg, 8.0 umol), were reacted in DMF (0.5 mL) at 110° C. under mw irradiation. The resulting crude was straightforward purified via reverse phase chromatography using a Biotage C18 30 g SNAP with a gradient of water and acetonitrile to give the title compound (6 mg, 12%). Yields the product NC1=C2C(=NC=N1)N(N=C2C2=CC(=CC(=C2)O)F)CC=2OC(C1=CC=CC=C1C2C2=CC=CC=C2)=O (3-((4-Amino-3-(3-fluoro-5-hydroxyphenyl)-1H-pyrazolo[3,4-d]pyrimidin-1-yl)methyl)-4-phenyl-1H-isochromen-1-one). The reagents and catalysts are C=1C=CC(=CC1)[P](C=2C=CC=CC2)(C=3C=CC=CC3)[Pd]([P](C=4C=CC=CC4)(C=5C=CC=CC5)C=6C=CC=CC6)([P](C=7C=CC=CC7)(C=8C=CC=CC8)C=9C=CC=CC9)[P](C=1C=CC=CC1)(C=1C=CC=CC1)C=1C=CC=CC1 (Pd(PPh3)4). The reactants are NC1=C2C(=NC=N1)N(N=C2I)CC=2OC(C1=CC=CC=C1C2C2=CC=CC=C2)=O (3-((4-amino-3-iodo-1H-pyrazolo[3,4-d]pyrimidin-1-yl)methyl)-4-phenyl-1H-isochromen-1-one), NC1=C2C(=NC=N1)N(N=C2I)CC=2OC(C1=CC=CC=C1C2C2=CC=CC=C2)=O (3-((4-amino-3-iodo-1H-pyrazolo[3,4-d]pyrimidin-1-yl)methyl)-4-phenyl-1H-isochromen-1-one), FC=1C=C(C=C(C1)O)B(O)O (3-fluoro-5-hydroxyphenylboronic acid), C(=O)([O-])[O-].[Cs+].[Cs+] (Cs2CO3). Starting materials: CCOC(=O)C(F)=C(C)c1cc2c(c(Br)c1OC(C)C)C(C)(C)CC=C2C(C)(C)C, CC(C)C[Al+]CC(C)C, [H-]. The product is CC(=C(F)CO)c1cc2c(c(Br)c1OC(C)C)C(C)(C)CC=C2C(C)(C)C. Reaction SMILES: [Br:1][c:2]1[c:3]([O:27][CH:28]([CH3:29])[CH3:30])[c:4]([C:18](=[C:19]([C:20](=[O:21])[O:22][CH2:23][CH3:24])[F:25])[CH3:26])[cH:5][c:6]2[c:11]1[C:10]([CH3:12])([CH3:13])[CH2:9][CH:8]=[C:7]2[C:14]([CH3:15])([CH3:16])[CH3:17].[CH2:32]([Al+:33][CH2:34][CH:35]([CH3:36])[CH3:37])[CH:38]([CH3:39])[CH3:40].[H-:31]>>[Br:1][c:2]1[c:3]([O:27][CH:28]([CH3:29])[CH3:30])[c:4]([C:18](=[C:19]([CH2:20][OH:21])[F:25])[CH3:26])[cH:5][c:6]2[c:11]1[C:10]([CH3:12])([CH3:13])[CH2:9][CH:8]=[C:7]2[C:14]([CH3:15])([CH3:16])[CH3:17]. The reactants are formula 4, O1C(CCCC1)OC1OCCCC1 (tetrahydropyranyl ether), OC(/C=C/C1C(C1)(C(=O)OCC)C(=O)OCC)C(CCCC)C (diethyl trans-2-(3-hydroxy-4-methyl-1-octenyl)cyclopropane-1,1-dicarboxylate), formula 4, OC(C=CC1C(C1)(C(=O)[O-])C(=O)[O-])(CCCCC)C (2-(3-hydroxy-3-methyl-1-octenyl)cyclopropane-1,1-dicarboxylate), O1CCCCC1.CCOCC (tetrahydropyran ether). The product is O1C(CCCC1)OC(/C=C/C1C(C1)(C(=O)OCC)C(=O)OCC)C(CCCC)C (diethyl trans-2-{3-[(tetrahydropyran-2-yl)oxy]-4-methyl-1-octenyl}-cyclopropane-1,1-dicarboxylate), C(C)C(C(/C=C/C1C(C1)(C(=O)OC)C(=O)OC)O)CCCCCC (dimethyl trans-2-(4-ethyl-3-hydroxy-1-decenyl)cyclopropane-1,1-dicarboxylate). As a reaction SMILES: O[C:2](C)(CCCCC)[CH:3]=CC1CC1(C([O-])=O)C([O-])=O.O1CCCC[CH:21]1OC1CCCCO1.[O:33]1[CH2:38][CH2:37][CH2:36][CH2:35][CH2:34]1.CCOCC.[OH:44][CH:45]([CH:61]([CH3:66])[CH2:62][CH2:63][CH2:64][CH3:65])/[CH:46]=[CH:47]/[CH:48]1[CH2:50][C:49]1([C:56]([O:58][CH2:59][CH3:60])=[O:57])[C:51]([O:53][CH2:54][CH3:55])=[O:52]>>[O:33]1[CH2:38][CH2:37][CH2:36][CH2:35][CH:34]1[O:44][CH:45]([CH:61]([CH3:66])[CH2:62][CH2:63][CH2:64][CH3:65])/[CH:46]=[CH:47]/[CH:48]1[CH2:50][C:49]1([C:51]([O:53][CH2:54][CH3:55])=[O:52])[C:56]([O:58][CH2:59][CH3:60])=[O:57].[CH2:66]([CH:61]([CH2:62][CH2:63][CH2:64][CH2:65][CH2:2][CH3:3])[CH:45]([OH:44])/[CH:46]=[CH:47]/[CH:48]1[CH2:50][C:49]1([C:56]([O:58][CH3:59])=[O:57])[C:51]([O:53][CH3:54])=[O:52])[CH3:21] |f:2.3|. Reported procedure: In the same manner but using an equivalent amount of one of the compounds of formula 4 (R7 = H), for example, the compounds listed in Examples 17 to 40, instead of diethyl tans-2-(3-hydroxy-3-methyl-1-octenyl)cyclopropane-1,1-dicarboxylate, then the corresponding tetrahydropyranyl ether compound of formula 4 (R7 = tetrahydropyranyl) is obtained, for example, the corresponding tetrahydropyran ether compounds of Examples 17 to 40, respectively. More specifically exemplified, in the same manner die... Starting materials: C(C)(C)(C)OC(=O)N1C[C@H](CC1)N ((S)-3-aminopyrrolidine-1-carboxylic acid-tert-butyl ester), ClC1=NC=C(C=C1)[N+](=O)[O-] (2-chloro-5-nitropyridine), C([O-])([O-])=O.[K+].[K+] (potassium carbonate). Solvent: C1CCOC1 (THF). Conditions: time 48 hour. Product: [N+](=O)([O-])C=1C=CC(=NC1)N[C@@H]1CN(CC1)C(=O)O ((S)-3-(5-nitro-pyridin-2-ylamino)-pyrrolidine-1-carboxylic acid), butyl ester. The yield is 80.5%. Reaction SMILES: C([O:5][C:6]([N:8]1[CH2:12][CH2:11][C@H:10]([NH2:13])[CH2:9]1)=[O:7])(C)(C)C.Cl[C:15]1[CH:20]=[CH:19][C:18]([N+:21]([O-:23])=[O:22])=[CH:17][N:16]=1.C(=O)([O-])[O-].[K+].[K+]>C1COCC1>[N+:21]([C:18]1[CH:19]=[CH:20][C:15]([NH:13][C@H:10]2[CH2:11][CH2:12][N:8]([C:6]([OH:5])=[O:7])[CH2:9]2)=[N:16][CH:17]=1)([O-:23])=[O:22] |f:2.3.4|. Procedure details: To a solution of (S)-3-aminopyrrolidine-1-carboxylic acid-tert-butyl ester (5 g, 26.88 mmol) and 2-chloro-5-nitropyridine (4.26 g, 26.88 mmol) in THF (100 mL) was added potassium carbonate (7.42 g, 53.76 mmol). The mixture was refluxed for 72 hrs. The mixture was filtered and the filtrate was concentrated. The residue was extracted with ethyl acetate and water. The organic layer was dried over sodium sulfate and solvents were evaporated. The oily residue was diluted with ether (50 mL) to give a ... The reactants are CCNC(=O)NOCC(=O)O, CCOC(OCC)C(C)N(Cc1csc2ccccc12)C(=O)C(C)N. The product is CCNC(=O)NOCC(=O)NC(C)C(=O)N(Cc1csc2ccccc12)C(C)C(OCC)OCC. Reaction SMILES: [CH2:1]([CH3:2])[NH:3][C:4]([NH:5][O:6][CH2:7][C:8](=[O:9])[OH:10])=[O:11].[NH2:12][CH:13]([C:14](=[O:15])[N:16]([CH:17]([CH:18]([O:19][CH2:20][CH3:21])[O:22][CH2:23][CH3:24])[CH3:25])[CH2:26][c:27]1[c:28]2[c:29]([s:30][cH:31]1)[cH:32][cH:33][cH:34][cH:35]2)[CH3:36]>>[CH2:1]([CH3:2])[NH:3][C:4]([NH:5][O:6][CH2:7][C:8](=[O:10])[NH:12][CH:13]([C:14](=[O:15])[N:16]([CH:17]([CH:18]([O:19][CH2:20][CH3:21])[O:22][CH2:23][CH3:24])[CH3:25])[CH2:26][c:27]1[c:28]2[c:29]([s:30][cH:31]1)[cH:32][cH:33][cH:34][cH:35]2)[CH3:36])=[O:11]. Starting materials: FC(OC(C(=O)Cl)(F)F)(C(=O)Cl)F (tetrafluorodiglycolyl dichloride), [F-].[Na+] (NaF), diacid chloride, [F-] (fluoride), ( c ). Solvent: C(C)#N (acetonitrile). Conditions: time 8 hour. Yields the product FC(OC(C(=O)F)(F)F)(C(=O)F)F (tetrafluorodiglycolyl difluoride). Reaction SMILES: [F-:1].[F:2][C:3]([F:14])([C:11](Cl)=[O:12])[O:4][C:5]([F:10])([F:9])[C:6](Cl)=[O:7].[F-:15].[Na+]>C(#N)C>[F:2][C:3]([F:14])([C:11]([F:15])=[O:12])[O:4][C:5]([F:10])([F:9])[C:6]([F:1])=[O:7] |f:2.3|. Reported procedure: Conversion of the diacid chloride to the corresponding fluoride, bp 32°-33° C., was accomplishd by a scale-up of the procedure of R. E. Banks, E. D. Burling, B. A. Dodd, and K. Mullen, J. Chem. Soc. (c), 1706 (1969). A mixture of 215 g 0.885 mol) of tetrafluorodiglycolyl dichloride, 140.5 g (3.35 mol) of NaF, and 1200 ml of anhydrous acetonitrile was stirred overnight, then distilled to give a fraction collected at 35°-79° C. The distillate was treated with 20 g of NaF and distilled to give 105 ... Reactants: Cl.C1NCCC2=C1C1=C(O2)C=CC=C1 (1,2,3,4-tetrahydrobenzofuro[3,2-c]pyridine hydrochloride), ClCC1=CC=C(C=C1)[N+](=O)[O-] (1-(chloromethyl)-4-nitrobenzene), C(=O)([O-])[O-].[Na+].[Na+] (Na2CO3). The reagents and catalysts are [I-].[K+] (potassium iodide). The solvent is CC(CC(C)=O)C (4-methyl-2-pentanone). Yields the product [N+](=O)([O-])C1=CC=C(C=C1)CN1CC2=C(CC1)OC1=C2C=CC=C1 (1,2,3,4-tetrahydro-2-[(4-nitrophenyl)methyl]benzofuro[3,2-c]pyridine). Isolated yield 51.9%. As a reaction SMILES: Cl.[CH2:2]1[C:7]2[C:8]3[CH:14]=[CH:13][CH:12]=[CH:11][C:9]=3[O:10][C:6]=2[CH2:5][CH2:4][NH:3]1.Cl[CH2:16][C:17]1[CH:22]=[CH:21][C:20]([N+:23]([O-:25])=[O:24])=[CH:19][CH:18]=1.C([O-])([O-])=O.[Na+].[Na+]>CC(C)CC(=O)C.[I-].[K+]>[N+:23]([C:20]1[CH:21]=[CH:22][C:17]([CH2:16][N:3]2[CH2:4][CH2:5][C:6]3[O:10][C:9]4[CH:11]=[CH:12][CH:13]=[CH:14][C:8]=4[C:7]=3[CH2:2]2)=[CH:18][CH:19]=1)([O-:25])=[O:24] |f:0.1,3.4.5,7.8|. Procedure details: A mixture of 1,2,3,4-tetrahydrobenzofuro[3,2-c]pyridine hydrochloride (1:1), (0.05 mol), 1-(chloromethyl)-4-nitrobenzene (0.05 mol), Na2CO3 (7 g) and potassium iodide (0.1 g) in 4-methyl-2-pentanone (250 ml) was stirred and refluxed for 8 hours. The mixture was allowed to cool to room temperature. The reaction mixture was filtered and the filtrate was evaporated. The oily residue was dissolved in CH3CN/diisopropyl ether and stirred. The precipitate was filtered off and dried, yielding 8 g of 1,2...